Dataset: the Open Reaction Database (ORD), a public repository of structured organic reaction records. Task: describe an organic reaction: reactants, conditions, products, and yield The reactants are OC1(c2cccnc2)CCN(Cc2ccccc2)CC1, CO, O=C[O-], ClC(Cl)Cl, [NH4+]. Yields the product OC1(c2cccnc2)CCNCC1. RXN SMILES: [CH2:1]([c:2]1[cH:3][cH:4][cH:5][cH:6][cH:7]1)[N:8]1[CH2:9][CH2:10][C:11]([OH:14])([c:15]2[cH:16][n:17][cH:18][cH:19][cH:20]2)[CH2:12][CH2:13]1.[CH3:25][OH:26].[CH:21]([O-:22])=[O:23].[CH:27]([Cl:28])([Cl:29])[Cl:30].[NH4+:24]>>[NH:8]1[CH2:9][CH2:10][C:11]([OH:14])([c:15]2[cH:16][n:17][cH:18][cH:19][cH:20]2)[CH2:12][CH2:13]1. Reactants: O=C(OC)C1=NC=CC=N1, [Zn].O=S(O)C(F)F. Reagents/catalysts: O=C(O)C(F)(F)F, OOC(C)(C)C. Solvent: O, ClCCl. Reaction conditions: temperature 25 celsius, time 18 hour. Yields the product O=C(OC)C1=NC=C(C=N1)C(F)F, O=C(OC)C1=NC=CC(=N1)C(F)F. Yield: 12.0%. Starting materials: CC1=CC=C(C=C1)C1=CC2=C(C=C1)OCO2 (4-methyl-3', 4'-methylenedioxy-1,1-biphenyl), BrN1C(CCC1=O)=O (N-bromosuccinimide). The solvent is C(Cl)(Cl)(Cl)Cl (carbon tetrachloride). Product: BrCC1=CC=C(C=C1)C1=CC2=C(C=C1)OCO2 (4-bromomethyl-3', 4'-methylenedioxy-1,1-biphenyl). As a reaction SMILES: [CH3:1][C:2]1[CH:7]=[CH:6][C:5]([C:8]2[CH:13]=[CH:12][C:11]3[O:14][CH2:15][O:16][C:10]=3[CH:9]=2)=[CH:4][CH:3]=1.[Br:17]N1C(=O)CCC1=O>C(Cl)(Cl)(Cl)Cl>[Br:17][CH2:1][C:2]1[CH:3]=[CH:4][C:5]([C:8]2[CH:13]=[CH:12][C:11]3[O:14][CH2:15][O:16][C:10]=3[CH:9]=2)=[CH:6][CH:7]=1. Reported procedure: A mixture of 4.6 g (21.67 m moles) of 4-methyl-3', 4'-methylenedioxy-1,1-biphenyl and 5.0 g (28 m mole) of N-bromosuccinimide in 70 ml of carbon tetrachloride containing 0.1 g of benzoyl perioxide is heated under reflux for 2.5 hours. The mixture is filtered and the filtrate evaporated. The residue is recrystallized from hexane to afford (m.p. 78°-81°).